Dataset: the Open Reaction Database (ORD), a public repository of structured organic reaction records. Task: describe an organic reaction: reactants, conditions, products, and yield Reactants: FC(C(=O)O)(F)F.NCCCCCOC1=CN2C(C(=CC=C2C=C1)C(=O)NC[C@@H](C(=O)O)NS(=O)(=O)C1=CC=CC=C1)=O ((S)-3-{[7-(5-amino-pentyloxy)-4-oxo-4H-quinolizine-3-carbonyl]-amino}-2-benzenesulfonylamino-propionic acid trifluoroacetic acid salt), C(C)(C)(C)OC([C@H](CNC(=O)C1=CC=C2C=CC(=CN2C1=O)OCCCNC(=O)OC(C)(C)C)NS(=O)(=O)C1=CC=CC=C1)=O ((S)-2-benzenesulfonylamino-3-{[7-(3-tert-butoxycarbonylaminopropoxy)-4-oxo-4H-quinolizine-3-carbonyl]-amino}-propionic acid tert-butyl ester). Run in C(C)O (ethanol). The product is C(C)O.[OH-].[NH4+].O (ethanol ammonium hydroxide water), FC(C(=O)O)(F)F (trifluoroacetic acid), FC(C(=O)O)(F)F.NCCCOC1=CN2C(C(=CC=C2C=C1)C(=O)NC[C@@H](C(=O)O)NS(=O)(=O)C1=CC=CC=C1)=O ((S)-3-{[7-(3-Amino-propoxy)-4-oxo-4H-quinolizine-3-carbonyl]-amino}-2-benzenesulfonylamino-propionic Acid Trifluoroacetic Acid Salt). The yield is 36.0%. Reaction SMILES: [F:1][C:2]([F:7])([F:6])[C:3]([OH:5])=[O:4].[NH2:8]CCCCC[O:14]C1C=CC2N(C(=O)C(C(NC[C@H](NS(C3C=CC=CC=3)(=O)=O)C(O)=O)=O)=CC=2)C=1.C([O:48][C:49](=[O:88])[C@@H:50]([NH:78][S:79]([C:82]1[CH:87]=[CH:86][CH:85]=[CH:84][CH:83]=1)(=[O:81])=[O:80])[CH2:51][NH:52][C:53]([C:55]1[C:64](=[O:65])[N:63]2[C:58]([CH:59]=[CH:60][C:61]([O:66][CH2:67][CH2:68][CH2:69][NH:70]C(OC(C)(C)C)=O)=[CH:62]2)=[CH:57][CH:56]=1)=[O:54])(C)(C)C>C(O)C>[CH2:3]([OH:4])[CH3:2].[OH-:14].[NH4+:8].[OH2:48].[F:1][C:2]([F:7])([F:6])[C:3]([OH:5])=[O:4].[F:1][C:2]([F:7])([F:6])[C:3]([OH:5])=[O:4].[NH2:70][CH2:69][CH2:68][CH2:67][O:66][C:61]1[CH:60]=[CH:59][C:58]2[N:63]([C:64](=[O:65])[C:55]([C:53]([NH:52][CH2:51][C@H:50]([NH:78][S:79]([C:82]3[CH:83]=[CH:84][CH:85]=[CH:86][CH:87]=3)(=[O:81])=[O:80])[C:49]([OH:88])=[O:48])=[O:54])=[CH:56][CH:57]=2)[CH:62]=1 |f:0.1,4.5.6.7,9.10|. Reported procedure: Following the procedure described in step E for the preparation of compound I, 38 mg (0.059 mmol) of (S)-2-benzenesulfonylamino-3-{[7-(3-tert-butoxycarbonylaminopropoxy)-4-oxo-4H-quinolizine-3-carbonyl]-amino}-propionic acid tert-butyl ester afforded after flash chromatography (ethanol to ethanol:ammonium hydroxide:water (8:1:1) and treatment with trifluoroacetic acid, 12 mg (36% yield) of pure desired product which was characterized with 1HNMR (400 MHz, D2O) δ: 2.25-2.29 (m, 2H), 3.26-3.31 (t, ... Product: COC1=NC(=NC(=C1)OC)NC(=O)NS(=O)(=O)CC1=C(C=CC=C1)C=1OC(=NN1)SC (N-[(4,6-Dimethoxypyrimidin-2-yl)aminocarbonyl]-2-[5-(methylthio)1,3,4-oxadiazol-2-yl]benzenemethanesulfonamide). The reactants are CSC1=NN=C(O1)C1=C(C=CC=C1)CS(=O)(=O)N (2-[5-(Methylthio)-1,3,4-oxadiazol-2-yl]benzenemethanesulfonamide), Cl (hydrochloric acid), C1(=CC=CC=C1)OC(NC1=NC(=CC(=N1)OC)OC)=O (phenyl(4.6-dimethoxy pyrimidin-2-yl)carbamate), 1,5-diazbicyclo[5.4.0, CCCCC=CCCCCC (undec-5-ene). Procedure: To a solution containing 0.62 g of the sulfonamide prepared in Example 3 contained in 10 ml of p-dioxane was added 0.6 g of phenyl(4.6-dimethoxy pyrimidin-2-yl)carbamate followed by dropwise addition of 0.33 g of 1,5-diazbicyclo[5.4.0]undec-5-ene (DBU). The solution was stirred at room temperature for two hours then diluted with about 100 ml of water. The clear solution was acidified with concentrated hydrochloric acid (red to litmus paper), to give a viscous oil. The oil was triturated by decan... Run in O (water), O1CCOCC1 (p-dioxane). Reaction conditions: time 2 hour. Isolated yield 25.7%. Reaction SMILES: [CH3:1][S:2][C:3]1[O:7][C:6]([C:8]2[CH:13]=[CH:12][CH:11]=[CH:10][C:9]=2[CH2:14][S:15]([NH2:18])(=[O:17])=[O:16])=[N:5][N:4]=1.C1([O:25][C:26](=O)[NH:27][C:28]2[N:33]=[C:32]([O:34][CH3:35])[CH:31]=[C:30]([O:36][CH3:37])[N:29]=2)C=CC=CC=1.CCCCC=CCCCCC.Cl>O1CCOCC1.O>[CH3:35][O:34][C:32]1[CH:31]=[C:30]([O:36][CH3:37])[N:29]=[C:28]([NH:27][C:26]([NH:18][S:15]([CH2:14][C:9]2[CH:10]=[CH:11][CH:12]=[CH:13][C:8]=2[C:6]2[O:7][C:3]([S:2][CH3:1])=[N:4][N:5]=2)(=[O:17])=[O:16])=[O:25])[N:33]=1.